Dataset: the Open Reaction Database (ORD), a public repository of structured organic reaction records. Task: describe an organic reaction: reactants, conditions, products, and yield The reactants are C(C)(=O)[O-].[K+] (potassium acetate), ClC1=NC=C(C(=N1)N1CCC(CC1)C(=O)N)C1=CC=CC=C1 (1-(2-chloro-5-phenylpyrimidin-4-yl)piperidine-4-carboxamide). Reagents/catalysts: [Pd] (palladium on carbon). Run in C(C)(=O)O (acetic acid). The product is C1(=CC=CC=C1)C=1C(=NC=NC1)N1CCC(CC1)C(=O)N (1-(5-phenylpyrimidin-4-yl)piperidine-4-carboxamide). Isolated yield 29.0%. Reaction SMILES: Cl[C:2]1[N:7]=[C:6]([N:8]2[CH2:13][CH2:12][CH:11]([C:14]([NH2:16])=[O:15])[CH2:10][CH2:9]2)[C:5]([C:17]2[CH:22]=[CH:21][CH:20]=[CH:19][CH:18]=2)=[CH:4][N:3]=1.C([O-])(=O)C.[K+]>[Pd].C(O)(=O)C>[C:17]1([C:5]2[C:6]([N:8]3[CH2:9][CH2:10][CH:11]([C:14]([NH2:16])=[O:15])[CH2:12][CH2:13]3)=[N:7][CH:2]=[N:3][CH:4]=2)[CH:18]=[CH:19][CH:20]=[CH:21][CH:22]=1 |f:1.2|. Procedure: A mixture of 1-(2-chloro-5-phenylpyrimidin-4-yl)piperidine-4-carboxamide E32 (35 mg, 0.11 mmol), potassium acetate (22 mg, 0.22 mmol) and 10% wt palladium on carbon (3.5 mg) in acetic acid (2 mL) was stirred under an atmosphere of hydrogen (1 atm) for 18 h. The mixture was filtered through celite, washed with AcOH (2×10 mL) and concentrated under reduced pressure. The crude product was purified by preparative tlc on silica gel (CH2Cl2/MeOH, 10:1) to furnish the title compound as a white solid (9...